From a dataset of the Open Reaction Database (ORD), a public repository of structured organic reaction records. describe an organic reaction: reactants, conditions, products, and yield Starting materials: C(C)OC(CCNC(=O)NC1=CC(=CC=C1)C(=O)N1CCC2(CN\C(\N2)=N/C(=O)C2=NC(=C(N=C2N)N)Cl)CC1)=O (3-[3-(3-{2-[(E)-3,5-Diamino-6-chloro-pyrazine-2-carbonylimino]-1,3,8-triaza-spiro[4.5]decane-8-carbonyl}-phenyl)-ureido]-propionic acid ethyl ester), [Li+].[OH-] (LiOH). The product is NC=1C(=NC(=C(N1)N)Cl)C(=O)\N=C/1\NC2(CN1)CCN(CC2)C(=O)C=2C=C(C=CC2)NC(NCCC(=O)O)=O (3-[3-(3-{2-[(E)-3,5-Diamino-6-chloro-pyrazine-2-carbonylimino]-1,3,8-triaza-spiro[4.5]decane-8-carbonyl}-phenyl)-ureido]-propionic acid). Run at time 1 hour. Procedure details: A solution of 3-[3-(3-{2-[(E)-3,5-diamino-6-chloro-pyrazine-2-carbonylimino]-1,3,8-triaza-spiro[4.5]decane-8-carbonyl}-phenyl)-ureido]-propionic acid ethyl ester (step 1) (2.17 g, 3.70 mmol) in THF (20 ml) was treated with LiOH (0.167 g, 4.07 mmol) and the reaction mixture was stirred at RT for 1 h. The mixture was partitioned between EtOAc and water and the aqueous portion was acidified to neutral pH and concentrated in vacuo. The residue was suspended in water (100 ml), and the resulting suspe... Run in C1CCOC1 (THF). Reaction SMILES: C([O:3][C:4](=[O:41])[CH2:5][CH2:6][NH:7][C:8]([NH:10][C:11]1[CH:16]=[CH:15][CH:14]=[C:13]([C:17]([N:19]2[CH2:40][CH2:39][C:22]3([NH:26]/[C:25](=[N:27]/[C:28]([C:30]4[C:35]([NH2:36])=[N:34][C:33]([NH2:37])=[C:32]([Cl:38])[N:31]=4)=[O:29])/[NH:24][CH2:23]3)[CH2:21][CH2:20]2)=[O:18])[CH:12]=1)=[O:9])C.[Li+].[OH-]>C1COCC1>[NH2:36][C:35]1[C:30]([C:28](/[N:27]=[C:25]2/[NH:26][C:22]3([CH2:39][CH2:40][N:19]([C:17]([C:13]4[CH:12]=[C:11]([NH:10][C:8](=[O:9])[NH:7][CH2:6][CH2:5][C:4]([OH:41])=[O:3])[CH:16]=[CH:15][CH:14]=4)=[O:18])[CH2:20][CH2:21]3)[CH2:23][NH:24]/2)=[O:29])=[N:31][C:32]([Cl:38])=[C:33]([NH2:37])[N:34]=1 |f:1.2|. Product: N([C@@H](CC1=CC=CC=C1)C(=O)N[C@@H](CC1=CNC=N1)C(=O)N[C@@H](CC(C)C)C(=O)N[C@@H](C(C)C)C(=O)O)C(=O)OC(C)(C)C.C(C)(C)(C)OC(=O)CCCCCCC[NH-] (BOC-Phe-His-Leu-Val 7-tert.-butoxycarbonylheptyl amide). RXN SMILES: [NH:1]([C:23]([O:25][C:26]([CH3:29])([CH3:28])[CH3:27])=[O:24])[C@H:2]([C:10]([NH:12][C@H:13]([C:20](O)=[O:21])[CH2:14][C:15]1[N:19]=[CH:18][NH:17][CH:16]=1)=[O:11])[CH2:3][C:4]1[CH:9]=[CH:8][CH:7]=[CH:6][CH:5]=1.[NH2:30][C@H:31]([C:36]([NH:38][C@H:39]([C:43]([OH:45])=[O:44])[CH:40]([CH3:42])[CH3:41])=[O:37])[CH2:32][CH:33]([CH3:35])[CH3:34].[C:46]([O:50][C:51]([CH2:53][CH2:54][CH2:55][CH2:56][CH2:57][CH2:58][CH2:59][NH-:60])=[O:52])([CH3:49])([CH3:48])[CH3:47].C1C=CC2N(O)N=NC=2C=1.C1CCC(N=C=NC2CCCCC2)CC1>C(Cl)Cl.CO>[NH:1]([C:23]([O:25][C:26]([CH3:27])([CH3:28])[CH3:29])=[O:24])[C@H:2]([C:10]([NH:12][C@H:13]([C:20]([NH:30][C@H:31]([C:36]([NH:38][C@H:39]([C:43]([OH:45])=[O:44])[CH:40]([CH3:41])[CH3:42])=[O:37])[CH2:32][CH:33]([CH3:34])[CH3:35])=[O:21])[CH2:14][C:15]1[N:19]=[CH:18][NH:17][CH:16]=1)=[O:11])[CH2:3][C:4]1[CH:5]=[CH:6][CH:7]=[CH:8][CH:9]=1.[C:46]([O:50][C:51]([CH2:53][CH2:54][CH2:55][CH2:56][CH2:57][CH2:58][CH2:59][NH-:60])=[O:52])([CH3:49])([CH3:48])[CH3:47] |f:1.2,5.6,7.8|. Reactants: N([C@@H](CC1=CC=CC=C1)C(=O)N[C@@H](CC1=CNC=N1)C(=O)O)C(=O)OC(C)(C)C (BOC-Phe-His-OH), C1CCC(CC1)N=C=NC2CCCCC2 (DCCI), N[C@@H](CC(C)C)C(=O)N[C@@H](C(C)C)C(=O)O.C(C)(C)(C)OC(=O)CCCCCCC[NH-] (H-Leu-Val 7-tert.-butoxycarbonyl-heptyl amide), C=1C=CC2=C(C1)N=NN2O (HOBt). Solvent: C(Cl)Cl.CO (methylene chloride methanol). Procedure details: In a manner analogous to that discribed in Example 1, using as starting materials 81 mg of BOC-Phe-His-OH, 79 mg of H-Leu-Val-7-tert.-butoxycarbonyl-heptyl amide, 28 mg of HOBt and 57 mg of DCCI, the title compound is obtained in the form of a colourless powder after flash chromatography (30 g of silica gel 60, 40-63 μm, system: methylene chloride/methanol/concentrated ammonia 800:50:1). Rf (methylene chloride/methanol/concentrated ammonia 500:50:1)=0.33. Starting materials: C(=O)O (formic acid), OCC=1CS[C@H]2N(C1C(=O)[O-])C([C@H]2NC(\C(=N/OC(C2=CC=CC=C2)(C2=CC=CC=C2)C2=CC=CC=C2)\C=2N=C(SC2)NC(C2=CC=CC=C2)(C2=CC=CC=C2)C2=CC=CC=C2)=O)=O.[Na+] (sodium 3-hydroxymethyl-7β-[2-(2-tritylaminothiazol-4-yl)-(Z)-2-trityloxyiminoacetamido]-3-cephem-4-carboxylate), C(N)(=N)CSC1=NSC(=N1)S (3-amidino methylthio-5-mercapto-1,2,4-thiadiazole), ethyl o-phenylenephosphate. Reaction SMILES: O[CH2:2][C:3]1[CH2:4][S:5][C@@H:6]2[C@H:13]([NH:14][C:15](=[O:63])/[C:16](/[C:38]3[N:39]=[C:40]([NH:43]C(C4C=CC=CC=4)(C4C=CC=CC=4)C4C=CC=CC=4)[S:41][CH:42]=3)=[N:17]\[O:18]C(C3C=CC=CC=3)(C3C=CC=CC=3)C3C=CC=CC=3)[C:12](=[O:64])[N:7]2[C:8]=1[C:9]([O-:11])=[O:10].[Na+].[C:66]([CH2:69][S:70][C:71]1[N:75]=[C:74]([SH:76])[S:73][N:72]=1)(=[NH:68])[NH2:67].C(O)=O>CN(C=O)C>[C:66]([CH2:69][S:70][C:71]1[N:75]=[C:74]([S:76][CH2:2][C:3]2[CH2:4][S:5][C@@H:6]3[C@H:13]([NH:14][C:15](=[O:63])/[C:16](/[C:38]4[N:39]=[C:40]([NH2:43])[S:41][CH:42]=4)=[N:17]\[OH:18])[C:12](=[O:64])[N:7]3[C:8]=2[C:9]([OH:11])=[O:10])[S:73][N:72]=1)(=[NH:67])[NH2:68] |f:0.1|. The yield is 26.3%. Procedure details: To a solution of 909 mg of sodium 3-hydroxymethyl-7β-[2-(2-tritylaminothiazol-4-yl)-(Z)-2-trityloxyiminoacetamido]-3-cephem-4-carboxylate and 619 mg of 3-amidino methylthio-5-mercapto-1,2,4-thiadiazole in 8 ml of DMF was added 1.4 g of ethyl o-phenylenephosphate under ice-cooling and stirring. The reaction mixture was stirred at room temperature for 4 hours and then subjected to a column chromatography on silica gel (150 g), being eluted with aceton/water (95:5). The eluate was concentrated to d... The solvent is CN(C)C=O (DMF). Product: C(N)(=N)CSC1=NSC(=N1)SCC=1CS[C@H]2N(C1C(=O)O)C([C@H]2NC(\C(=N/O)\C=2N=C(SC2)N)=O)=O (3-[(3-Amidinomethylthio-1,2,4-thiadiazol-5-yl) thiomethyl]-7β-[2-(2-aminothiazol-4-yl)-(Z)-2-hydroxyiminoacetamido]-3-cephem-4-carboxylic acid). The reactants are C1CCNCC1, CCO, COc1ccc2c(c1)CCC(c1ccccc1)C2c1ccc(OCC2CO2)cc1, O=C1CCC(=O)N1. Product: COc1ccc2c(c1)CCC(c1ccccc1)C2c1ccc(OCC(O)CN2C(=O)CCC2=O)cc1. As a reaction SMILES: [CH2:37]1[CH2:38][CH2:39][NH:40][CH2:41][CH2:42]1.[CH3:43][CH2:44][OH:45].[O:1]1[CH:2]([CH2:3][O:4][c:5]2[cH:6][cH:7][c:8]([CH:11]3[CH:12]([c:23]4[cH:24][cH:25][cH:26][cH:27][cH:28]4)[CH2:13][CH2:14][c:15]4[cH:16][c:17]([O:21][CH3:22])[cH:18][cH:19][c:20]43)[cH:9][cH:10]2)[CH2:29]1.[O:30]=[C:31]1[CH2:32][CH2:33][C:34](=[O:35])[NH:36]1>>[OH:1][CH:2]([CH2:3][O:4][c:5]1[cH:6][cH:7][c:8]([CH:11]2[CH:12]([c:23]3[cH:24][cH:25][cH:26][cH:27][cH:28]3)[CH2:13][CH2:14][c:15]3[cH:16][c:17]([O:21][CH3:22])[cH:18][cH:19][c:20]32)[cH:9][cH:10]1)[CH2:29][N:36]1[C:31](=[O:30])[CH2:32][CH2:33][C:34]1=[O:35]. The reactants are CCOC(C)=O, O=C(Cl)Cl, CC(Oc1ccc(Cl)c(Cl)c1)c1nnc(N)s1. The product is CC(Oc1ccc(Cl)c(Cl)c1)c1nnc(N=C=O)s1. As a reaction SMILES: [CH2:22]([O:23][C:24](=[O:25])[CH3:26])[CH3:27].[Cl:1][C:2]([Cl:3])=[O:4].[Cl:5][c:6]1[cH:7][c:8]([O:9][CH:10]([CH3:11])[c:12]2[n:13][n:14][c:15]([NH2:17])[s:16]2)[cH:18][cH:19][c:20]1[Cl:21]>>[C:2](=[O:4])=[N:17][c:15]1[n:14][n:13][c:12]([CH:10]([O:9][c:8]2[cH:7][c:6]([Cl:5])[c:20]([Cl:21])[cH:19][cH:18]2)[CH3:11])[s:16]1. Starting materials: ClCCl, COCCOCCl, CCN(C(C)C)C(C)C, OC1CCCSc2ccsc21. The product is COCCOCOC1CCCSc2ccsc21. As a reaction SMILES: [CH2:28]([Cl:29])[Cl:30].[CH3:21][O:22][CH2:23][CH2:24][O:25][CH2:26][Cl:27].[CH:12]([N:13]([CH:14]([CH3:15])[CH3:16])[CH2:17][CH3:18])([CH3:19])[CH3:20].[OH:1][CH:2]1[c:3]2[c:4]([cH:9][cH:10][s:11]2)[S:5][CH2:6][CH2:7][CH2:8]1>>[O:1]([CH:2]1[c:3]2[c:4]([cH:9][cH:10][s:11]2)[S:5][CH2:6][CH2:7][CH2:8]1)[CH2:26][O:25][CH2:24][CH2:23][O:22][CH3:21].